This data is from the Open Reaction Database (ORD), a public repository of structured organic reaction records. The task is: describe an organic reaction: reactants, conditions, products, and yield The reactants are NC=1C=CC(=NC1)Cl (5-amino-2-chloropyridine), CS(=O)Cl (methanesulfinyl chloride), Intermediate 3. Yields the product ClC1=CC=C(C=N1)NS(=O)C (N-(6-Chloropyridin-3-yl)methanesulfinamide). As a reaction SMILES: [NH2:1][C:2]1[CH:3]=[CH:4][C:5]([Cl:8])=[N:6][CH:7]=1.[CH3:9][S:10](Cl)=[O:11]>>[Cl:8][C:5]1[N:6]=[CH:7][C:2]([NH:1][S:10]([CH3:9])=[O:11])=[CH:3][CH:4]=1. Reported procedure: The title compound is prepared from 5-amino-2-chloropyridine and methanesulfinyl chloride following a procedure analogous to that described for Intermediate 3 (Step 1). LC (method 1): tR=0.82 min; Mass spectrum (ESI+): m/z=191 [M+H]+. Reactants: CrO3, C(C)(=O)O[C@H]1C[C@H]2CC[C@H]3[C@@H]4CC[C@H]([C@@H](CCC(=O)OC)C)[C@]4(CC=C3[C@]2(CC1)C)C (Methyl 3α-acetoxy-5β-chol-9(11)-en-24-oate), CC(=O)O (AcOH). Reaction conditions: temperature 50 celsius. The product is C(C)(=O)O[C@H]1C[C@H]2CC[C@H]3[C@@H]4CC[C@H]([C@@H](CCC(=O)OC)C)[C@]4(C(C=C3[C@]2(CC1)C)=O)C (Methyl 3α-acetoxy-5β-chol-9(11)-en-12-one-24-oate). Yield: 50.0%. Reaction SMILES: [C:1]([O:4][C@@H:5]1[CH2:29][CH2:28][C@@:27]2([CH3:30])[C@H:7]([CH2:8][CH2:9][C@@H:10]3[C:26]2=[CH:25][CH2:24][C@@:23]2([CH3:31])[C@H:11]3[CH2:12][CH2:13][C@@H:14]2[C@H:15]([CH3:22])[CH2:16][CH2:17][C:18]([O:20][CH3:21])=[O:19])[CH2:6]1)(=[O:3])[CH3:2].CC(O)=[O:34]>>[C:1]([O:4][C@@H:5]1[CH2:29][CH2:28][C@@:27]2([CH3:30])[C@H:7]([CH2:8][CH2:9][C@@H:10]3[C:26]2=[CH:25][C:24](=[O:34])[C@@:23]2([CH3:31])[C@H:11]3[CH2:12][CH2:13][C@@H:14]2[C@H:15]([CH3:22])[CH2:16][CH2:17][C:18]([O:20][CH3:21])=[O:19])[CH2:6]1)(=[O:3])[CH3:2]. Procedure: CrO3 (17.0 g, 170 mmol) was added to a solution of compound 1.8a (17 g, 39.5 mmol) in AcOH (270 mL). The resulting mixture was heated at 50° C. for 24-36 h. Upon complete disappearance of the starting material by TLC, the solvent was evaporated under vacuum and the crude material was dissolved in ethyl acetate (400 mL) and water (200 mL). The two phases were separated and the organic layer was washed twice with water (2×100 mL) and then once with saturated brine solution (100 mL). The organic ph... RXN SMILES: [C:41](=[O:42])([O-:43])[O-:44].[CH2:108]1[O:109][CH2:110][CH2:111][CH2:112]1.[CH2:1]1[O:2][CH2:3][CH2:4][CH2:5]1.[K+:45].[K+:46].[O:103]=[CH:104][N:105]([CH3:106])[CH3:107].[O:49]=[C:50]([CH:51]=[CH:52][c:53]1[cH:54][cH:55][cH:56][cH:57][cH:58]1)[CH:59]=[CH:60][c:61]1[cH:62][cH:63][cH:64][cH:65][cH:66]1.[O:67]=[C:68]([CH:69]=[CH:70][c:71]1[cH:72][cH:73][cH:74][cH:75][cH:76]1)[CH:77]=[CH:78][c:79]1[cH:80][cH:81][cH:82][cH:83][cH:84]1.[O:85]=[C:86]([CH:87]=[CH:88][c:89]1[cH:90][cH:91][cH:92][cH:93][cH:94]1)[CH:95]=[CH:96][c:97]1[cH:98][cH:99][cH:100][cH:101][cH:102]1.[Pd:47].[Pd:48].[n:24]1[c:25](-[c:30]2[c:31]([B:38]([OH:39])[OH:40])[c:32]3[n:33]([n:34]2)[CH2:35][CH2:36][CH2:37]3)[cH:26][cH:27][cH:28][cH:29]1.[n:6]1[cH:7][cH:8][n:9][c:10]2[c:11]([O:16][S:17]([C:18]([F:19])([F:20])[F:21])(=[O:22])=[O:23])[cH:12][cH:13][cH:14][c:15]12>>[n:6]1[cH:7][cH:8][n:9][c:10]2[c:11](-[c:31]3[c:30](-[c:25]4[n:24][cH:29][cH:28][cH:27][cH:26]4)[n:34][n:33]4[c:32]3[CH2:37][CH2:36][CH2:35]4)[cH:12][cH:13][cH:14][c:15]12. Reactants: O=C([O-])[O-], C1CCOC1, C1CCOC1, [K+], [K+], CN(C)C=O, O=C(C=Cc1ccccc1)C=Cc1ccccc1, O=C(C=Cc1ccccc1)C=Cc1ccccc1, O=C(C=Cc1ccccc1)C=Cc1ccccc1, [Pd], [Pd], OB(O)c1c(-c2ccccn2)nn2c1CCC2, O=S(=O)(Oc1cccc2nccnc12)C(F)(F)F. Product: c1ccc(-c2nn3c(c2-c2cccc4nccnc24)CCC3)nc1. Reactants: [H-].[Al+3].[Li+].[H-].[H-].[H-] (lithium aluminum hydride), O1C(CCCC1)O[C@@H](C(=O)OC)C[C@H](CCCC)C (Methyl (2R,4S)-2-tetrahydropyranyloxy-4-methylcaprylate), ice water. The solvent is C(C)OCC (diethyl ether), C(C)OCC (diethyl ether). Reaction conditions: time 2 hour. Product: O1C(CCCC1)O[C@@H](CO)C[C@H](CCCC)C ((2R,4S)-2-Tetrahydropyranyloxy-4-methyloctanol). Yield: 79.4%. Reaction SMILES: [H-].[Al+3].[Li+].[H-].[H-].[H-].[O:7]1[CH2:12][CH2:11][CH2:10][CH2:9][CH:8]1[O:13][C@H:14]([CH2:19][C@@H:20]([CH3:25])[CH2:21][CH2:22][CH2:23][CH3:24])[C:15](OC)=[O:16]>C(OCC)C>[O:7]1[CH2:12][CH2:11][CH2:10][CH2:9][CH:8]1[O:13][C@H:14]([CH2:19][C@@H:20]([CH3:25])[CH2:21][CH2:22][CH2:23][CH3:24])[CH2:15][OH:16] |f:0.1.2.3.4.5|. Procedure: A mixture of 0.6 g of lithium aluminum hydride and 60 ml of diethyl ether was kept at -5° to -10° C., and a solution of the ester derivative (2.12 g) obtained in Step 8 in 50 ml of diethyl ether was added thereto dropwise, followed by stirring at that temperature for 2 hours. The reaction mixture was poured into ice-water and extracted with diethyl ether. The extract was washed with water and distilled to remove the solvent to obtain 1.51 g (70.01%) of the titled compound. Reactants: CC(C)(C)OC(=O)N1CCC(=O)CC1, N#Cc1ccc2[nH]ccc2c1, C1CCNC1, CCO. The product is CC(C)(C)OC(=O)N1CC=C(c2c[nH]c3ccc(C#N)cc23)CC1. Reaction SMILES: [C:12]([CH3:13])([CH3:14])([CH3:15])[O:16][C:17](=[O:18])[N:19]1[CH2:20][CH2:21][C:22](=[O:25])[CH2:23][CH2:24]1.[C:1](#[N:2])[c:3]1[cH:4][c:5]2[cH:6][cH:7][nH:8][c:9]2[cH:10][cH:11]1.[CH2:26]1[CH2:27][NH:28][CH2:29][CH2:30]1.[CH3:31][CH2:32][OH:33]>>[C:1](#[N:2])[c:3]1[cH:4][c:5]2[c:6]([C:22]3=[CH:21][CH2:20][N:19]([C:17]([O:16][C:12]([CH3:13])([CH3:14])[CH3:15])=[O:18])[CH2:24][CH2:23]3)[cH:7][nH:8][c:9]2[cH:10][cH:11]1. The reactants are C[C@H](C[C@@H](C)O)O ((2R, 4R)-(-)-pentanediol), C(C1=CC=CC=C1)=O (benzaldehyde). Product: C(C1=CC=CC=C1)O[C@@H](C[C@@H](C)O)C ((2R, 4R)-4-benzyloxy-2-pentanol). The yield is 107.0%. RXN SMILES: [CH3:1][C@@H:2]([OH:7])[CH2:3][C@H:4]([OH:6])[CH3:5].[CH:8](=O)[C:9]1[CH:14]=[CH:13][CH:12]=[CH:11][CH:10]=1>>[CH2:8]([O:6][C@H:4]([CH3:5])[CH2:3][C@H:2]([OH:7])[CH3:1])[C:9]1[CH:14]=[CH:13][CH:12]=[CH:11][CH:10]=1. Procedure details: 20.0 g of (2R, 4R)-(-)-pentanediol and 20.4 g of benzaldehyde were subjected to the same procedure as in Example 91 i) to obtain 39.9 g of (2R, 4R)-4-benzyloxy-2-pentanol. Run at time 5 minute. The solvent is CO (methanol). The product is CCCCCCCCCCCCCCCCCCOP1(=O)CO[C@H](CO1)CN2C=NC(=NC2=O)N (octadecyl ester of 1-{[(5S)-2-hydroxy-2-oxido-1,4,2-dioxaphosphinan-5-yl]methyl}-5-azacytosine). Reactants: [OH-].C(CCC)[N+](CCCC)(CCCC)CCCC (tetrabutylammonium hydroxide), OC[C@H](CN1C(=O)N=C(N)N=C1)OCP(=O)(O)O ((S)-1-[3-hydroxy-2-(Phosphonomethoxy)propyl]-5-azacytosine), C(CCCCCCCCCCCCCCCCC)Br (octadecyl bromide). Procedure: 1 M Methanolic tetrabutylammonium hydroxide (0.61 ml; 0.61 mmol) was added to a solution of cyclic HPMP-5-azaC (161 mg, 0.61 mmol) in absolute methanol (50 ml), the mixture stirred for 5 min, then evaporated and the residue coevaporated with toluene (20 ml), followed by dry dioxane (20 ml). The residue was dissolved in dioxane (10 ml) and stirred with octadecyl bromide (500 mg, 1.5 mmol) at 95° C. for 3 h. The reaction mixture was evaporated, the residue chromatographed on a column of silica gel... RXN SMILES: [OH-].C([N+](CCCC)(CCCC)CCCC)CCC.O[CH2:20][C@@H:21]([O:31][CH2:32][P:33]([OH:36])([OH:35])=[O:34])[CH2:22][N:23]1[CH:30]=[N:29][C:27]([NH2:28])=[N:26][C:24]1=[O:25].[CH2:37](Br)[CH2:38][CH2:39][CH2:40][CH2:41][CH2:42][CH2:43][CH2:44][CH2:45][CH2:46][CH2:47][CH2:48][CH2:49][CH2:50][CH2:51][CH2:52][CH2:53][CH3:54]>CO>[CH3:54][CH2:53][CH2:52][CH2:51][CH2:50][CH2:49][CH2:48][CH2:47][CH2:46][CH2:45][CH2:44][CH2:43][CH2:42][CH2:41][CH2:40][CH2:39][CH2:38][CH2:37][O:36][P:33]1([O:34][CH2:20][C@H:21]([CH2:22][N:23]2[C:24](=[O:25])[N:26]=[C:27]([NH2:28])[N:29]=[CH:30]2)[O:31][CH2:32]1)=[O:35] |f:0.1|. Reactants: CC1=NC=CC=C1C1=NC(N(C=C1)CCCCN1C[C@]2(C[C@H]2C1)C1=CC=C(C=C1)C(F)(F)F)=O (4-(2-Methyl-pyridin-3-yl)-1-{4-[(1S,5R)-1-(4-trifluoromethyl-phenyl)-3-aza-bicyclo[3.1.0]hex-3-yl]-butyl}-1H-pyrimidin-2-one), Cl (HCl), O1CCOCC1 (dioxane). Reported procedure: 4-(2-Methyl-pyridin-3-yl)-1-{4-[(1S,5R)-1-(4-trifluoromethyl-phenyl)-3-aza-bicyclo[3.1.0]hex-3-yl]-butyl}-1H-pyrimidin-2-one was treated with 4N HCl in dioxane (1 eq), to give the title compound. The product is Cl.CC1=NC=CC=C1C1=NC(N(C=C1)CCCCN1C[C@]2(C[C@H]2C1)C1=CC=C(C=C1)C(F)(F)F)=O (4-(2-methyl-3-pyridinyl)-1-(4-{(1S,5R)-1-[4-(trifluoromethyl)phenyl]-3-azabicyclo[3.1.0]hex-3-yl}butyl)-2(1H)-pyrimidinone hydrochloride). RXN SMILES: [CH3:1][C:2]1[C:7]([C:8]2[CH:13]=[CH:12][N:11]([CH2:14][CH2:15][CH2:16][CH2:17][N:18]3[CH2:23][C@H:22]4[C@:20]([C:24]5[CH:29]=[CH:28][C:27]([C:30]([F:33])([F:32])[F:31])=[CH:26][CH:25]=5)([CH2:21]4)[CH2:19]3)[C:10](=[O:34])[N:9]=2)=[CH:6][CH:5]=[CH:4][N:3]=1.[ClH:35].O1CCOCC1>>[ClH:35].[CH3:1][C:2]1[C:7]([C:8]2[CH:13]=[CH:12][N:11]([CH2:14][CH2:15][CH2:16][CH2:17][N:18]3[CH2:23][C@H:22]4[C@:20]([C:24]5[CH:25]=[CH:26][C:27]([C:30]([F:31])([F:32])[F:33])=[CH:28][CH:29]=5)([CH2:21]4)[CH2:19]3)[C:10](=[O:34])[N:9]=2)=[CH:6][CH:5]=[CH:4][N:3]=1 |f:3.4|. The reactants are C(C1=CC=CC=C1)OC=1C=C(C(=O)O)C=C(C1C1=CC=CC=C1)[N+](=O)[O-] (3-benzyloxy-5-nitro-4-phenylbenzoic acid), [N+](=O)([O-])C=1C(=C(C=C(C(=O)O)C1)SCC1=CSC=C1)C1=CC=CC=C1 (5-nitro-4-phenyl-3-(3-thenylthio)benzoic acid). Yields the product NC=1C(=C(C=C(C(=O)O)C1)SCC1=CSC=C1)C1=CC=CC=C1 (5-amino-4-phenyl-3-(3-thenylthio)benzoic acid). As a reaction SMILES: C(OC1C=C(C=C([N+]([O-])=O)C=1C1C=CC=CC=1)C(O)=O)C1C=CC=CC=1.[N+:27]([C:30]1[C:31]([C:46]2[CH:51]=[CH:50][CH:49]=[CH:48][CH:47]=2)=[C:32]([S:39][CH2:40][C:41]2[CH:45]=[CH:44][S:43][CH:42]=2)[CH:33]=[C:34]([CH:38]=1)[C:35]([OH:37])=[O:36])([O-])=O>>[NH2:27][C:30]1[C:31]([C:46]2[CH:51]=[CH:50][CH:49]=[CH:48][CH:47]=2)=[C:32]([S:39][CH2:40][C:41]2[CH:45]=[CH:44][S:43][CH:42]=2)[CH:33]=[C:34]([CH:38]=1)[C:35]([OH:37])=[O:36]. Reported procedure: By replacing in Example 2, step D, 3-benzyloxy-5-nitro-4-phenylbenzoic acid with 5-nitro-4-phenyl-3-(3-thenylthio)benzoic acid, and following the procedure described, 5-amino-4-phenyl-3-(3-thenylthio)benzoic acid is obtained with a melting point of 142°-145° C. (dec.). Starting materials: ClC=1C=C(C(N(N1)C)=O)NC1=NC=C(C=C1)N1CCN(CC1)C(C)C (6-Chloro-4-(5-(4-isopropylpiperazin-1-yl)pyridin-2-ylamino)-2-methylpyridazin-3(2H)-one), C(C)(=O)OCC1=C(C=CC=C1B1OC(C(O1)(C)C)(C)C)N1C(C2=C(C=C(C=C2C=N1)C(C)(C)C)F)=O (2-(6-tert-butyl-8-fluoro-1-oxophthalazin-2(1H)-yl)-6-(4,4,5,5-tetramethyl-1,3,2-dioxaborolan-2-yl)benzyl acetate), [O-]P(=O)([O-])[O-].[K+].[K+].[K+] (potassium phosphate tribasic), CC(C)C1=CC(=C(C(=C1)C(C)C)C2=C(C=CC=C2)P(C3CCCCC3)C4CCCCC4)C(C)C (X-PHOS). Reagents/catalysts: C=1C=CC(=CC1)/C=C/C(=O)/C=C/C2=CC=CC=C2.C=1C=CC(=CC1)/C=C/C(=O)/C=C/C2=CC=CC=C2.C=1C=CC(=CC1)/C=C/C(=O)/C=C/C2=CC=CC=C2.[Pd].[Pd] (Pd2(dba)3). Solvent: O1CCOCC1 (dioxane), O (water). Conditions: temperature 125 celsius. The product is C(C)(=O)OCC1=C(C=CC=C1C1=NN(C(C(=C1)NC1=NC=C(C=C1)N1CCN(CC1)C(C)C)=O)C)N1C(C2=C(C=C(C=C2C=N1)C(C)(C)C)F)=O (2-(6-tert-butyl-8-fluoro-1-oxophthalazin-2(1H)-yl)-6-(5-(5-(4-isopropylpiperazin-1-yl)pyridin-2-ylamino)-1-methyl-6-oxo-1,6-dihydropyridazin-3-yl)benzyl acetate). Isolated yield 77.8%. Reaction SMILES: Cl[C:2]1[CH:3]=[C:4]([NH:10][C:11]2[CH:16]=[CH:15][C:14]([N:17]3[CH2:22][CH2:21][N:20]([CH:23]([CH3:25])[CH3:24])[CH2:19][CH2:18]3)=[CH:13][N:12]=2)[C:5](=[O:9])[N:6]([CH3:8])[N:7]=1.[C:26]([O:29][CH2:30][C:31]1[C:36](B2OC(C)(C)C(C)(C)O2)=[CH:35][CH:34]=[CH:33][C:32]=1[N:46]1[N:55]=[CH:54][C:53]2[C:48](=[C:49]([F:60])[CH:50]=[C:51]([C:56]([CH3:59])([CH3:58])[CH3:57])[CH:52]=2)[C:47]1=[O:61])(=[O:28])[CH3:27].[O-]P([O-])([O-])=O.[K+].[K+].[K+].CC(C1C=C(C(C)C)C(C2C=CC=CC=2P(C2CCCCC2)C2CCCCC2)=C(C(C)C)C=1)C>O1CCOCC1.O.C1C=CC(/C=C/C(/C=C/C2C=CC=CC=2)=O)=CC=1.C1C=CC(/C=C/C(/C=C/C2C=CC=CC=2)=O)=CC=1.C1C=CC(/C=C/C(/C=C/C2C=CC=CC=2)=O)=CC=1.[Pd].[Pd]>[C:26]([O:29][CH2:30][C:31]1[C:36]([C:2]2[CH:3]=[C:4]([NH:10][C:11]3[CH:16]=[CH:15][C:14]([N:17]4[CH2:22][CH2:21][N:20]([CH:23]([CH3:25])[CH3:24])[CH2:19][CH2:18]4)=[CH:13][N:12]=3)[C:5](=[O:9])[N:6]([CH3:8])[N:7]=2)=[CH:35][CH:34]=[CH:33][C:32]=1[N:46]1[N:55]=[CH:54][C:53]2[C:48](=[C:49]([F:60])[CH:50]=[C:51]([C:56]([CH3:58])([CH3:57])[CH3:59])[CH:52]=2)[C:47]1=[O:61])(=[O:28])[CH3:27] |f:2.3.4.5,9.10.11.12.13|. Procedure details: 6-Chloro-4-(5-(4-isopropylpiperazin-1-yl)pyridin-2-ylamino)-2-methylpyridazin-3(2H)-one (123 mg, 340 μmol, Eq: 1.2), 2-(6-tert-butyl-8-fluoro-1-oxophthalazin-2(1H)-yl)-6-(4,4,5,5-tetramethyl-1,3,2-dioxaborolan-2-yl)benzyl acetate (140 mg, 283 μmol, Eq: 1.00), potassium phosphate tribasic (180 mg, 850 μmol, Eq: 3.00) and X-PHOS (13.5 mg, 28.3 μmol, Eq: 0.10) were dissolved in dioxane (10 ml) and water (1.0 mL). The reaction was degassed with Ar. Pd2(dba)3 (13.0 mg, 14.2 μmol, Eq: 0.05) was added ...